Dataset: the Open Reaction Database (ORD), a public repository of structured organic reaction records. Task: describe an organic reaction: reactants, conditions, products, and yield The reactants are C(C)OC(C(C(=O)OCC)(CCCC(C(F)(F)F)(F)F)CCCCCCCl)=O (6-chlorohexyl-(4,4,5,5,5-pentafluoropentyl)malonic acid diethyl ester), [I-].[Na+] (sodium iodide), O (water). The solvent is CC(=O)C (acetone). The product is C(C)OC(C(C(=O)OCC)(CCCC(C(F)(F)F)(F)F)CCCCCCI)=O (6-iodohexyl-(4,4,5,5,5-pentafluoropentyl)malonic acid diethyl ester). The yield is 89.4%. RXN SMILES: [CH2:1]([O:3][C:4](=[O:28])[C:5]([CH2:21][CH2:22][CH2:23][CH2:24][CH2:25][CH2:26]Cl)([CH2:11][CH2:12][CH2:13][C:14]([F:20])([F:19])[C:15]([F:18])([F:17])[F:16])[C:6]([O:8][CH2:9][CH3:10])=[O:7])[CH3:2].[I-:29].[Na+].O>CC(C)=O>[CH2:1]([O:3][C:4](=[O:28])[C:5]([CH2:21][CH2:22][CH2:23][CH2:24][CH2:25][CH2:26][I:29])([CH2:11][CH2:12][CH2:13][C:14]([F:20])([F:19])[C:15]([F:18])([F:17])[F:16])[C:6]([O:8][CH2:9][CH3:10])=[O:7])[CH3:2] |f:1.2|. Procedure details: To a solution of 6-chlorohexyl-(4,4,5,5,5-pentafluoropentyl)malonic acid diethyl ester (743 mg, 1.69 mmol) in acetone (5 ml) was added sodium iodide (761 mg, 5.08 mmol), which was then refluxed for 4 h. When the reaction was completed, water was added to the reaction mixture and extracted with ethyl acetate. Then, the organic layer was washed with wafer and saturated sodium chloride solution. The extract was dried over anhydrous magnesium sulfate and concentrated under reduced pressure. The resi... Reactants: c1ccc(CN2CCNCC2)cc1, C1CCOC1, O=C(O)c1cc(F)c(F)c(F)c1. Reaction SMILES: [CH2:13]([c:14]1[cH:15][cH:16][cH:17][cH:18][cH:19]1)[N:20]1[CH2:21][CH2:22][NH:23][CH2:24][CH2:25]1.[CH2:26]1[O:27][CH2:28][CH2:29][CH2:30]1.[F:1][c:2]1[cH:3][c:4]([C:5](=[O:6])[OH:7])[cH:8][c:9]([F:12])[c:10]1[F:11]>>[F:1][c:2]1[cH:3][c:4]([C:5](=[O:7])[N:23]2[CH2:22][CH2:21][N:20]([CH2:13][c:14]3[cH:15][cH:16][cH:17][cH:18][cH:19]3)[CH2:25][CH2:24]2)[cH:8][c:9]([F:12])[c:10]1[F:11]. The product is O=C(c1cc(F)c(F)c(F)c1)N1CCN(Cc2ccccc2)CC1. The product is C(CC1=CC=CC=C1)N1CC2=C(C(C1)C1=CC=CC=C1)C=CS2 (6-Phenethyl-4-phenyl-4,5,6,7-tetrahydro-thieno[2,3-c]pyridine). Reported procedure: Phenethyl bromide is condensed with 4-phenyl-4,5,6,7-tetrahydro-thieno[2,3-c]pyridine (Example 3), according to the procedure of Example 8. Base: M.p. = 110° C; yield: 59%. Isolated yield 59.0%. As a reaction SMILES: [CH2:1](Br)[CH2:2][C:3]1[CH:8]=[CH:7][CH:6]=[CH:5][CH:4]=1.[C:10]1([CH:16]2[CH2:21][NH:20][CH2:19][C:18]3[S:22][CH:23]=[CH:24][C:17]2=3)[CH:15]=[CH:14][CH:13]=[CH:12][CH:11]=1>>[CH2:1]([N:20]1[CH2:21][CH:16]([C:10]2[CH:15]=[CH:14][CH:13]=[CH:12][CH:11]=2)[C:17]2[CH:24]=[CH:23][S:22][C:18]=2[CH2:19]1)[CH2:2][C:3]1[CH:8]=[CH:7][CH:6]=[CH:5][CH:4]=1. Starting materials: C(CC1=CC=CC=C1)Br (Phenethyl bromide), C1(=CC=CC=C1)C1C2=C(CNC1)SC=C2 (4-phenyl-4,5,6,7-tetrahydro-thieno[2,3-c]pyridine). Reactants: O.C1(=CC=CC=C1)C(=O)C=O (Phenylglyoxal monohydrate), C(CCCCCC)C1=CC=CC=C1 (n-heptylbenzene). Reagents/catalysts: [Ti](Cl)(Cl)(Cl)Cl (titanium tetrachloride). Solvent: ClC(C)Cl (dichloroethane). Product: C(CCCCCC)C1=CC=C(C(C(C2=CC=CC=C2)=O)O)C=C1 (4'-n-heptylbenzoin), crystal. The yield is 61.5%. Reaction SMILES: O.[C:2]1([C:8]([CH:10]=[O:11])=[O:9])[CH:7]=[CH:6][CH:5]=[CH:4][CH:3]=1.[CH2:12]([C:19]1[CH:24]=[CH:23][CH:22]=[CH:21][CH:20]=1)[CH2:13][CH2:14][CH2:15][CH2:16][CH2:17][CH3:18]>ClC(Cl)C.[Ti](Cl)(Cl)(Cl)Cl>[CH2:12]([C:19]1[CH:20]=[CH:21][C:22]([CH:10]([OH:11])[C:8](=[O:9])[C:2]2[CH:7]=[CH:6][CH:5]=[CH:4][CH:3]=2)=[CH:23][CH:24]=1)[CH2:13][CH2:14][CH2:15][CH2:16][CH2:17][CH3:18] |f:0.1|. Procedure: Phenylglyoxal monohydrate (304 mg, 2 mM) and n-heptylbenzene (0.82 ml, 4 mM) were dissolved in dichloroethane (3 ml), titanium tetrachloride (0.33 ml, 3 mM) was added, and reacted at room temperature for 1 hour. Using the same procedure as in Example 1, 4'-n-heptylbenzoin was obtained as crystal (386.7 mg, 61.5% yield). Starting materials: C=CC(=O)OCCO, CSc1ccc(N=C=O)cc1, Cc1cc(C(C)(C)C)c(O)c(C(C)(C)C)c1, CCOC(C)=O, [N-]=C=O. The product is C=CC(=O)OCCOC(=O)Nc1ccc(SC)cc1. RXN SMILES: [C:28]([CH:29]=[CH2:30])(=[O:31])[O:32][CH2:33][CH2:34][OH:35].[CH3:17][S:18][c:19]1[cH:20][cH:21][c:22]([N:25]=[C:26]=[O:27])[cH:23][cH:24]1.[CH3:1][c:2]1[cH:3][c:4]([C:5]([CH3:6])([CH3:7])[CH3:8])[c:9]([OH:10])[c:11]([C:12]([CH3:13])([CH3:14])[CH3:15])[cH:16]1.[CH3:39][CH2:40][O:41][C:42](=[O:43])[CH3:44].[N-:36]=[C:37]=[O:38]>>[CH3:17][S:18][c:19]1[cH:20][cH:21][c:22]([NH:25][C:26](=[O:27])[O:35][CH2:34][CH2:33][O:32][C:28]([CH:29]=[CH2:30])=[O:31])[cH:23][cH:24]1.